This data is from the Open Reaction Database (ORD), a public repository of structured organic reaction records. The task is: describe an organic reaction: reactants, conditions, products, and yield Reactants: C(C=C)C1=C(C=CC(=C1)C(C)NS(=O)(=O)C1=CC(=C(C=C1)F)F)C1=C(C=CC(=C1)F)OC (N-[1-(2-Allyl-5′-fluoro-2′-methoxy-biphenyl-4-yl)-ethyl]-3,4-difluoro-benzenesulfonamide), FC=1C=C(C(=NC1)OC)C1=CC=C(CN)C=C1 (4-(5-fluoro-2-methoxy-pyridin-3-yl)-benzylamine), CC1=NOC(=C1S(=O)(=O)Cl)C (3,5-dimethyl-isoxazole-4-sulfonyl chloride). Product: FC=1C=C(C(=NC1)OC)C1=CC=C(CNS(=O)(=O)C=2C(=NOC2C)C)C=C1 (3,5-Dimethyl-isoxazole-4-sulfonic acid 4-(5-fluoro-2-methoxy-pyridin-3-yl) benzylamide). RXN SMILES: C(C1C=C(C(NS(C2C=CC(F)=C(F)C=2)(=O)=O)C)C=CC=1C1C=C(F)C=CC=1OC)C=C.[F:33][C:34]1[CH:35]=[C:36]([C:42]2[CH:49]=[CH:48][C:45]([CH2:46][NH2:47])=[CH:44][CH:43]=2)[C:37]([O:40][CH3:41])=[N:38][CH:39]=1.[CH3:50][C:51]1[C:55]([S:56](Cl)(=[O:58])=[O:57])=[C:54]([CH3:60])[O:53][N:52]=1>>[F:33][C:34]1[CH:35]=[C:36]([C:42]2[CH:43]=[CH:44][C:45]([CH2:46][NH:47][S:56]([C:55]3[C:51]([CH3:50])=[N:52][O:53][C:54]=3[CH3:60])(=[O:58])=[O:57])=[CH:48][CH:49]=2)[C:37]([O:40][CH3:41])=[N:38][CH:39]=1. Reported procedure: Di-tert-butyl dicarbonate (3.5 g, 16 mmol) and triethylamine (13 ml, 9.4 mmol) were added to a stirred solution of 4-aminomethylphenylboronic acid (3 g, 16 mmol) in tetrahydrofuran (100 ml). The reaction was stirred under reflux for 1 hour, then the solvent evaporated and the residue partitioned between water and ethyl acetate. The organic phase was concentrated under reduced pressure to give tert-butoxycarbonylaminomethyl-4-phenyl-boronic acid (2.67 g, 10.6 mmol) as a white solid. Toluene (16 m...